From a dataset of the Open Reaction Database (ORD), a public repository of structured organic reaction records. describe an organic reaction: reactants, conditions, products, and yield Starting materials: IC1=CC=C(C=C1)CC(C(=O)O)C (3-(4-iodo-phenyl)-2-methyl-propionic acid), CN(C)C(=[N+](C)C)ON1C2=C(C=CC=C2)N=N1.[B-](F)(F)(F)F (TBTU), CCN(C(C)C)C(C)C (DIPEA), C(C)N (ethylamine). Run in CN(C)C=O (DMF). Conditions: time 15 minute. The product is C(C)NC(C(CC1=CC=C(C=C1)I)C)=O (N-Ethyl-3-(4-iodo-phenyl)-2-methyl-propionamide). As a reaction SMILES: [I:1][C:2]1[CH:7]=[CH:6][C:5]([CH2:8][CH:9]([CH3:13])[C:10]([OH:12])=O)=[CH:4][CH:3]=1.CN(C(O[N:22]1N=N[C:24]2C=CC=C[C:23]1=2)=[N+](C)C)C.[B-](F)(F)(F)F.CCN(C(C)C)C(C)C.C(N)C>CN(C=O)C>[CH2:23]([NH:22][C:10](=[O:12])[CH:9]([CH3:13])[CH2:8][C:5]1[CH:4]=[CH:3][C:2]([I:1])=[CH:7][CH:6]=1)[CH3:24] |f:1.2|. Procedure details: To 0.17 mg (0.59 mmol) 3-(4-iodo-phenyl)-2-methyl-propionic acid (XI.5) in 1 mL DMF, 0.28 mg (0.88 mmol) TBTU and 0.50 mL (2.9 mmol) DIPEA are added. The mixture is stirred for 15 min at rt. After that time, 106 mg (2.34 mmol) ethylamine are added and the mixture is stirred for 12 h at rt. After that time, the solvent is evaporated and the residue is purified by HPLC (Waters Xbridge 5 μm; eluent A: water+0.3% NH4OH, eluent B: MeOH) to yield the desired product. The reactants are O=C1CCC(c2ccc(F)cc2)(c2ccc(F)cc2)CC1, O=c1[nH]c2ccccc2n1C1CCNCC1, O, Cc1ccc(S(=O)(=O)O)cc1, Cc1ccccc1C. Product: O=c1[nH]c2ccccc2n1C1CCN(C2CCC(c3ccc(F)cc3)(c3ccc(F)cc3)CC2)CC1. RXN SMILES: [F:1][c:2]1[cH:3][cH:4][c:5]([C:8]2([c:15]3[cH:16][cH:17][c:18]([F:21])[cH:19][cH:20]3)[CH2:9][CH2:10][C:11](=[O:14])[CH2:12][CH2:13]2)[cH:6][cH:7]1.[NH:22]1[CH2:23][CH2:24][CH:25]([n:28]2[c:29](=[O:37])[nH:30][c:31]3[c:32]2[cH:33][cH:34][cH:35][cH:36]3)[CH2:26][CH2:27]1.[OH2:57].[c:38]1([CH3:39])[cH:40][cH:41][c:42]([S:43]([OH:44])(=[O:45])=[O:46])[cH:47][cH:48]1.[c:49]1([CH3:50])[c:51]([CH3:52])[cH:53][cH:54][cH:55][cH:56]1>>[F:1][c:2]1[cH:3][cH:4][c:5]([C:8]2([c:15]3[cH:16][cH:17][c:18]([F:21])[cH:19][cH:20]3)[CH2:9][CH2:10][CH:11]([N:22]3[CH2:23][CH2:24][CH:25]([n:28]4[c:29](=[O:37])[nH:30][c:31]5[c:32]4[cH:33][cH:34][cH:35][cH:36]5)[CH2:26][CH2:27]3)[CH2:12][CH2:13]2)[cH:6][cH:7]1. Starting materials: O.C([O-])(O)=O.[Na+] (sodium bicarbonate water), C(C)(C)N(CC)C(C)C (Diisopropylethylamine), N1CCCC1 (pyrrolidine), BrCC(=O)C1=CC=C(C=C1)Br (2-bromo-1-(4-bromophenyl)ethanone). Run in C1CCOC1 (THF). Run at time 2 hour. Yields the product BrC1=CC=C(C=C1)C(CN1CCCC1)=O (1-(4-bromophenyl)-2-pyrrolidin-1-ylethanone). Isolated yield 48.7%. As a reaction SMILES: C(N(C(C)C)CC)(C)C.[NH:10]1[CH2:14][CH2:13][CH2:12][CH2:11]1.Br[CH2:16][C:17]([C:19]1[CH:24]=[CH:23][C:22]([Br:25])=[CH:21][CH:20]=1)=[O:18].O.C(=O)(O)[O-].[Na+]>C1COCC1>[Br:25][C:22]1[CH:23]=[CH:24][C:19]([C:17](=[O:18])[CH2:16][N:10]2[CH2:14][CH2:13][CH2:12][CH2:11]2)=[CH:20][CH:21]=1 |f:3.4.5|. Procedure: Diisopropylethylamine (6.2 mL, 36.0 mmol) and pyrrolidine (2.3 mL, 27.6 mmol) were added to a THF (90 mL) solution of 2-bromo-1-(4-bromophenyl)ethanone (5.0 g, 18.0 mmol), and stirred at room temperature for 2 hours. Saturated sodium bicarbonate water was added to the reaction liquid, extracted with chloroform, and dried with anhydrous magnesium sulfate. The solvent was concentrated under reduced pressure and the obtained residue was purified by silica gel column chromatography (C-200, methanol:... Starting materials: O (Water), ClC=1C=C(C=CC1OC(C)C)C=1SC(=NN1)C1=C(C(=CC=C1)\C=C\OC)C (2-{3-chloro-4-[(1-methylethyl)oxy]phenyl}-5-{2-methyl-3-[(E)-2-(methyloxy)ethenyl]phenyl}-1,3,4-thiadiazole), [I-].[Na+] (sodium iodide), C[Si](C)(C)Cl (TMSCl). Run in C(C)#N (Acetonitrile). Reaction conditions: time 10 minute. Yields the product ClC=1C=C(C=CC1OC(C)C)C1=NN=C(S1)C=1C(=C(C=CC1)CC=O)C ([3-(5-{3-chloro-4-[(1-methylethyl)oxy]phenyl}-1,3,4-thiadiazol-2-yl)-2-methylphenyl]acetaldehyde). The yield is 100.0%. RXN SMILES: [Cl:1][C:2]1[CH:3]=[C:4]([C:12]2[S:13][C:14]([C:17]3[CH:22]=[CH:21][CH:20]=[C:19](/[CH:23]=[CH:24]/[O:25]C)[C:18]=3[CH3:27])=[N:15][N:16]=2)[CH:5]=[CH:6][C:7]=1[O:8][CH:9]([CH3:11])[CH3:10].[I-].[Na+].C[Si](Cl)(C)C.O>C(#N)C>[Cl:1][C:2]1[CH:3]=[C:4]([C:12]2[S:13][C:14]([C:17]3[C:18]([CH3:27])=[C:19]([CH2:23][CH:24]=[O:25])[CH:20]=[CH:21][CH:22]=3)=[N:15][N:16]=2)[CH:5]=[CH:6][C:7]=1[O:8][CH:9]([CH3:11])[CH3:10] |f:1.2|. Procedure details: To a solution of 2-{3-chloro-4-[(1-methylethyl)oxy]phenyl}-5-{2-methyl-3-[(E)-2-(methyloxy)ethenyl]phenyl}-1,3,4-thiadiazole (D96) (690 mg, 1.721 mmol) and sodium iodide (516 mg, 3.44 mmol) in Acetonitrile (20 mL) stirred under nitrogen at room temperature was added TMSCl (0.440 mL, 3.44 mmol) dropwise. The reaction mixture was stirred at room temperature for 10 min. Water was added. The aqueous solution was extracted with EA for 3 times. The organic phase was washed with saturated Na2S2O3 solut... Starting materials: NC1=NC(=NC(=C1C1=C(C(=CC(=C1)Cl)Cl)Cl)C)N(C)C (4-Amino-2-(N,N-dimethylamino)-6-methyl-5-(2,3,5-trichlorophenyl)pyrimidine), ClC=1C=C(C=CC1Cl)CC#N (3,4-dichlorophenylacetonitrile). Yields the product CN(C1=NC(=C(C(=N1)N)C1=CC(=C(C=C1)Cl)Cl)C)C (2-Dimethylamino-4-amino-5-(3,4-dichlorophenyl)-6-methylpyrimidine). As a reaction SMILES: [NH2:1][C:2]1[C:7]([C:8]2[CH:13]=[C:12]([Cl:14])[CH:11]=[C:10](Cl)[C:9]=2Cl)=[C:6]([CH3:17])[N:5]=[C:4]([N:18]([CH3:20])[CH3:19])[N:3]=1.[Cl:21]C1C=C(CC#N)C=CC=1Cl>>[CH3:19][N:18]([CH3:20])[C:4]1[N:3]=[C:2]([NH2:1])[C:7]([C:8]2[CH:9]=[CH:10][C:11]([Cl:21])=[C:12]([Cl:14])[CH:13]=2)=[C:6]([CH3:17])[N:5]=1. Reported procedure: This compound was made in an analogous manner to the compound of Example 13 from 3,4-dichlorophenylacetonitrile.